This data is from the Open Reaction Database (ORD), a public repository of structured organic reaction records. The task is: describe an organic reaction: reactants, conditions, products, and yield Run at time 20 minute. Reaction SMILES: P(Cl)(Cl)(Cl)=O.[NH2:6][C:7]1[S:8][CH:9]=[C:10]([C:12](=[N:16][O:17][CH2:18][CH:19]=[CH2:20])[C:13]([OH:15])=O)[N:11]=1.[NH2:21][CH:22]1[C:32](=[O:33])[N:24]2[C:25]([C:29]([OH:31])=[O:30])=[CH:26][CH2:27][S:28][C@H:23]12.C(=O)(O)[O-].[Na+]>O1CCCC1.C(OCC)(=O)C.O.CN(C)C=O>[NH2:6][C:7]1[S:8][CH:9]=[C:10]([C:12](=[N:16][O:17][CH2:18][CH:19]=[CH2:20])[C:13]([NH:21][CH:22]2[C:32](=[O:33])[N:24]3[C:25]([C:29]([OH:31])=[O:30])=[CH:26][CH2:27][S:28][C@H:23]23)=[O:15])[N:11]=1 |f:3.4|. Reported procedure: Phosphoryl chloride (0.84 g.) was added dropwise to a stirred suspension of 2-(2-aminothiazol-4-yl)-2-allyloxyiminoacetic acid (syn isomer, 1.0 g.), tetrahydrofuran (10 ml.) and water (0.05 ml.) at 5° C., and stirred at the same temperature for 20 minutes. Trimethylsilylacetamido (0.66 g.), phosphoryl chloride (0.84 g.) and N,N-dimethylformamide (0.45 g.) were added to a solution, and stirred at 5° C. for an hour to prepare the activated acid solution. On the other hand, trimethylsilylacetamido ... The product is NC=1SC=C(N1)C(C(=O)NC1[C@@H]2N(C(=CCS2)C(=O)O)C1=O)=NOCC=C (7-[2-(2-aminothiazol-4-yl)-2-allyloxyiminoacetamido]-3-cephem-4-carboxylic acid). Run in CN(C=O)C (N,N-dimethylformamide), O1CCCC1 (tetrahydrofuran), O (water), O1CCCC1 (tetrahydrofuran), C(C)(=O)OCC (Ethyl acetate), O (water). Isolated yield 44.5%. Starting materials: P(=O)(Cl)(Cl)Cl (phosphoryl chloride), P(=O)(Cl)(Cl)Cl (Phosphoryl chloride), NC=1SC=C(N1)C(C(=O)O)=NOCC=C (2-(2-aminothiazol-4-yl)-2-allyloxyiminoacetic acid), NC1[C@@H]2N(C(=CCS2)C(=O)O)C1=O (7-amino-3-cephem-4-carboxylic acid), resultant solution, C([O-])(O)=O.[Na+] (sodium bicarbonate). Reactants: N1=C(C=CC=C1)NC(CC(=O)C1=CC=CC=C1)=O (N-(pyrid-2-yl)-3-phenyl-3-oxopropionamide), ClC1=C(C=O)C=CC=C1 (2-chlorobenzaldehyde), NC(=CC(=O)OCCCCN1C(=NC=2C=NC=CC21)C)C (4-(2-methylimidazo[4,5-c]pyrid-1-yl)butyl 3-aminobut-2-enoate). Run in C(C)O (ethanol). Product: O.ClC1=C(C=CC=C1)C1C(=C(NC(=C1C(NC1=NC=CC=C1)=O)C1=CC=CC=C1)C)C(=O)OCCCCN1C(=NC=2C=NC=CC21)C.ClC2=C(C=CC=C2)C2C(=C(NC(=C2C(NC2=NC=CC=C2)=O)C2=CC=CC=C2)C)C(=O)OCCCCN2C(=NC=1C=NC=CC12)C (4-(2-Chlorophenyl)-3-[4-(2-methylimidazo[4,5-c]pyrid-1-yl)butoxycarbonyl]-2-methyl-6-phenyl-5-(N-pyrid-2-ylcarbamoyl)-1,4-dihydropyridine hemihydrate). RXN SMILES: [N:1]1[CH:6]=[CH:5][CH:4]=[CH:3][C:2]=1[NH:7][C:8](=[O:18])[CH2:9][C:10]([C:12]1[CH:17]=[CH:16][CH:15]=[CH:14][CH:13]=1)=[O:11].[Cl:19][C:20]1[CH:27]=[CH:26][CH:25]=[CH:24][C:21]=1[CH:22]=O.[NH2:28][C:29]([CH3:48])=[CH:30][C:31]([O:33][CH2:34][CH2:35][CH2:36][CH2:37][N:38]1[C:46]2[CH:45]=[CH:44][N:43]=[CH:42][C:41]=2[N:40]=[C:39]1[CH3:47])=[O:32]>C(O)C>[OH2:11].[Cl:19][C:20]1[CH:27]=[CH:26][CH:25]=[CH:24][C:21]=1[CH:22]1[C:9]([C:8](=[O:18])[NH:7][C:2]2[CH:3]=[CH:4][CH:5]=[CH:6][N:1]=2)=[C:10]([C:12]2[CH:17]=[CH:16][CH:15]=[CH:14][CH:13]=2)[NH:28][C:29]([CH3:48])=[C:30]1[C:31]([O:33][CH2:34][CH2:35][CH2:36][CH2:37][N:38]1[C:46]2[CH:45]=[CH:44][N:43]=[CH:42][C:41]=2[N:40]=[C:39]1[CH3:47])=[O:32].[Cl:19][C:20]1[CH:27]=[CH:26][CH:25]=[CH:24][C:21]=1[CH:22]1[C:9]([C:8](=[O:18])[NH:7][C:2]2[CH:3]=[CH:4][CH:5]=[CH:6][N:1]=2)=[C:10]([C:12]2[CH:17]=[CH:16][CH:15]=[CH:14][CH:13]=2)[NH:28][C:29]([CH3:48])=[C:30]1[C:31]([O:33][CH2:34][CH2:35][CH2:36][CH2:37][N:38]1[C:46]2[CH:45]=[CH:44][N:43]=[CH:42][C:41]=2[N:40]=[C:39]1[CH3:47])=[O:32] |f:4.5.6|. Procedure: A solution of N-(pyrid-2-yl)-3-phenyl-3-oxopropionamide (0.84 g, 3.5 mM--see Preparation 15), 2-chlorobenzaldehyde (0.49 g, 3.5 mM) and 4-(2-methylimidazo[4,5-c]pyrid-1-yl)butyl 3-aminobut-2-enoate (1.01 g, 3.5 mM--see Preparation 13) in absolute ethanol (20 cm3) was heated at reflux, under nitrogen, for 16 hours. The cooled solution was evaporated to dryness and the residue purified by column chromatography on silica (Merck "Kieselgel 60"--Trade Mark) (2 passes) eluting primarily with ethyl ace... Starting materials: CC(C)(C)[S@](=O)N[C@@](C(F)F)(C[C@@H](C(F)(F)F)O)C1=C(C=CC=C1)F ((S)-2-methyl-N-((2S,4S)-1,1,5,5,5-pentafluoro-2-(2-fluorophenyl)-4-hydroxypentan-2-yl)propane-2-sulfinamide), Cl (hydrochloric acid). Run in CO (MeOH). Product: N[C@](C[C@@H](C(F)(F)F)O)(C(F)F)C1=C(C=CC=C1)F ((2S,4S)-4-amino-1,1,1,5,5-pentafluoro-4-(2-fluorophenyl)pentan-2-ol). The yield is 87.7%. As a reaction SMILES: CC([S@@]([NH:7][C@:8]([C:19]1[CH:24]=[CH:23][CH:22]=[CH:21][C:20]=1[F:25])([CH2:12][C@H:13]([OH:18])[C:14]([F:17])([F:16])[F:15])[CH:9]([F:11])[F:10])=O)(C)C.Cl>CO>[NH2:7][C@@:8]([C:19]1[CH:24]=[CH:23][CH:22]=[CH:21][C:20]=1[F:25])([CH:9]([F:11])[F:10])[CH2:12][C@H:13]([OH:18])[C:14]([F:17])([F:16])[F:15]. Procedure: Intermediate XVIII-1: Under an inert atmosphere a solution of (S)-2-methyl-N-((2S,4S)-1,1,5,5,5-pentafluoro-2-(2-fluorophenyl)-4-hydroxypentan-2-yl)propane-2-sulfinamide (XVII-2) (261 mg, 0.667 mmol) and hydrochloric acid (4 M in dioxane, 0.667 ml, 2.67 mmol) in MeOH (5 ml) was stirred at 25° C. After 4 h the solvent was removed at reduced pressure. The residue was treated with a half-saturated solution of Na2CO3 and extracted three times with AcOEt. The combined organic layers were dried over M... Starting materials: CC1(CCNCC1)C(=O)O (4-Methyl isonipecotic acid), C=O (formaldehyde). The reagents and catalysts are [Pd] (Pd/C). Run in O (H2O). The product is CN1CCC(CC1)(C(=O)O)C (1,4-dimethylpiperidine-4-carboxylic acid). RXN SMILES: [CH3:1][C:2]1([C:8]([OH:10])=[O:9])[CH2:7][CH2:6][NH:5][CH2:4][CH2:3]1.[CH2:11]=O>O.[Pd]>[CH3:11][N:5]1[CH2:6][CH2:7][C:2]([CH3:1])([C:8]([OH:10])=[O:9])[CH2:3][CH2:4]1. Reported procedure: 4-Methyl isonipecotic acid (5.10 g, 35 mmol) was placed in a Parr flask and diluted with 400 mL H2O. 10 mL of a 30% formaldehyde solution was added followed by 5.0 g of 10% Pd/C. The reaction mixture was hydrogenated at 50 psi overnight, filtered through celite, washed with H2O, and evaporated. HPLC 1:1 methanol/dichloromethane containing 2% acetic acid afforded 1,4-dimethylpiperidine-4-carboxylic acid. (0.859 g, 15%). 1H NMR (200 MHz DMSO d6) δ3.0 (m, 2H), 2.5 (m, 2H), 2.4 (s, 3H), 2.1 (m, 2H),... The reactants are c1(cccnc1)B(O)O, c1(C(OC)=O)cc(cc(c1)Br)Br. The reagents and catalysts are c1ccc(cc1)-c2c3ccccc3cc4ccccc24 (9-Phenylanthracene), [F-].[Cs+] (CsF), O (water), [Pd].P(c1ccccc1)(c1ccccc1)c1ccccc1.P(c1ccccc1)(c1ccccc1)c1ccccc1.P(c1ccccc1)(c1ccccc1)c1ccccc1.P(c1ccccc1)(c1ccccc1)c1ccccc1 (Pd(P(Ph)3)4)). The solvent is CO (MeOH). Reaction conditions: temperature 90 celsius, time 18 hour. The product is COC(=O)c1cc(Br)cc(c1)c2cccnc2. RXN SMILES: [CH3:1][O:2][C:3]([c:5]1[cH:11][c:10](Br)[cH:9][c:7]([Br:8])[cH:6]1)=[O:4].OB([c:12]1[cH:17][n:16][cH:15][cH:14][cH:13]1)O>>[CH3:1][O:2][C:3]([c:5]1[cH:11][c:10]([c:12]2[cH:17][n:16][cH:15][cH:14][cH:13]2)[cH:9][c:7]([Br:8])[cH:6]1)=[O:4].